Dataset: the Open Reaction Database (ORD), a public repository of structured organic reaction records. Task: describe an organic reaction: reactants, conditions, products, and yield The reactants are FC(C1=CC=C(C(=O)NC(C)C2=CN=C(N=N2)NC2=CC(=C(C(=C2)OC)OC)OC)C=C1)(F)F (4-(trifluoromethyl)-N-(1-{3-[(3,4,5-trimethoxyphenyl)amino]-1,2,4-triazin-6-yl}ethyl)benzamide), FC(C1=CC=C(C(=O)NC(C)C2=CN=C(N=N2)NC2=CC(=C(C(=C2)OC)OC)OC)C=C1)(F)F (4-(trifluoromethyl)-N-(1-{3-[(3,4,5-trimethoxyphenyl)amino]-1,2,4-triazin-6-yl}ethyl)benzamide), P(=O)(Cl)(Cl)Cl (phosphorus oxychloride). Solvent: C(Cl)Cl (DCM), C(=O)([O-])[O-].[Na+].[Na+] (Na2CO3), ClCCCl (1,2-dichloroethane). Yields the product CC=1N=C(N2N=C(N=CC21)NC2=CC(=C(C(=C2)OC)OC)OC)C2=CC=C(C=C2)C(F)(F)F (5-methyl-7-[4-(trifluoromethyl)phenyl]-N-(3,4,5-trimethoxyphenyl)imidazo[5,1-f][1,2,4]triazin-2-amine). Isolated yield 3.0%. RXN SMILES: [F:1][C:2]([F:34])([F:33])[C:3]1[CH:32]=[CH:31][C:6]([C:7]([NH:9][CH:10]([C:12]2[N:17]=[N:16][C:15]([NH:18][C:19]3[CH:24]=[C:23]([O:25][CH3:26])[C:22]([O:27][CH3:28])=[C:21]([O:29][CH3:30])[CH:20]=3)=[N:14][CH:13]=2)[CH3:11])=O)=[CH:5][CH:4]=1.P(Cl)(Cl)(Cl)=O>ClCCCl.C(Cl)Cl.C([O-])([O-])=O.[Na+].[Na+]>[CH3:11][C:10]1[N:9]=[C:7]([C:6]2[CH:31]=[CH:32][C:3]([C:2]([F:34])([F:33])[F:1])=[CH:4][CH:5]=2)[N:17]2[C:12]=1[CH:13]=[N:14][C:15]([NH:18][C:19]1[CH:24]=[C:23]([O:25][CH3:26])[C:22]([O:27][CH3:28])=[C:21]([O:29][CH3:30])[CH:20]=1)=[N:16]2 |f:4.5.6|. Procedure: To a solution of 4-(trifluoromethyl)-N-(1-{3-[(3,4,5-trimethoxyphenyl)amino]-1,2,4-triazin-6-yl}ethyl)benzamide (Intermediate 27) (241 mg, 0.51 mmol) in 1,2-dichloroethane (20 mL) was added phosphorus oxychloride (0.37 mL, 4.0 mmol). The mixture was heated to reflux for 24 hours. After cooling to room temperature, the mixture was diluted with DCM and aqueous (saturated) Na2CO3. The aqueous was extracted with DCM and the combined organic layers were washed with brine, dried over Na2SO4, concentra... Starting materials: S1(=O)(=O)CC=CC1 (sulfolene), S1(=O)(=O)CC=CC1 (3-sulfolene). Reagents/catalysts: [CH-]1C=CC=C1.[CH-]1C=CC=C1.[Fe+2] (ferrocene). The product is S1(=O)(=O)CC=CC1 (3-sulfolene), C=CC=C (1,3-butadiene). Reaction SMILES: [S:1]1([CH2:7][CH:6]=[CH:5][CH2:4]1)(=[O:3])=[O:2]>[CH-]1C=CC=C1.[CH-]1C=CC=C1.[Fe+2]>[S:1]1([CH2:7][CH:6]=[CH:5][CH2:4]1)(=[O:3])=[O:2].[CH2:4]=[CH:5][CH:6]=[CH2:7] |f:1.2.3|. Reported procedure: Except that the amount of ferrocene used in manufacturing of sulfolene was changed to 0.019 g (0.10 mmol), a 3-sulfolene aqueous solution was prepared in the same manner as in Example 1. The amount of 3-sulfolene in the obtained aqueous solution was 104 g (0.88 mol) and the yield from 1,3-butadiene was 88%. Polymers were not found on the filter paper after filtering the 3-sulfolene aqueous solution. Next, the obtained 3-sulfolene aqueous solution was hydrogenated in the same manner as in Example...